From a dataset of the Open Reaction Database (ORD), a public repository of structured organic reaction records. describe an organic reaction: reactants, conditions, products, and yield The product is FC1=C(C=C(C2=C1N=C(S2)CCC(=O)N(CC(=O)O)C2=CC=CC=C2)F)F (N-[3-(4,5,7-trifluorobenzothiazol-2-yl)propionyl]-N-phenylglycine). The yield is 53.2%. Run in O (water), O (water), O1CCOCC1 (dioxane). Procedure: To a solution of N-[3-(4,5,7-trifluorobenzothiazol-2-yl)propionyl]-N-phenylglycine methyl ester (420 mg, 1 mmol) in a mixture of water (3 ml) and dioxane (6 ml) was added dropwise 2N sodium hydroxide (1.2 ml) with stirring under ice cooling and the mixture was stirred for 1 hour at room temperature. The reaction mixture was then diluted with water and washed with ether. The aqueous layer was acidified with 7% hydrochloric acid and extracted with ethyl acetate. The organic layer was washed with w... RXN SMILES: C[O:2][C:3](=[O:28])[CH2:4][N:5]([C:12](=[O:27])[CH2:13][CH2:14][C:15]1[S:16][C:17]2[C:23]([F:24])=[CH:22][C:21]([F:25])=[C:20]([F:26])[C:18]=2[N:19]=1)[C:6]1[CH:11]=[CH:10][CH:9]=[CH:8][CH:7]=1.[OH-].[Na+]>O.O1CCOCC1>[F:26][C:20]1[C:18]2[N:19]=[C:15]([CH2:14][CH2:13][C:12]([N:5]([C:6]3[CH:7]=[CH:8][CH:9]=[CH:10][CH:11]=3)[CH2:4][C:3]([OH:28])=[O:2])=[O:27])[S:16][C:17]=2[C:23]([F:24])=[CH:22][C:21]=1[F:25] |f:1.2|. The reactants are COC(CN(C1=CC=CC=C1)C(CCC=1SC2=C(N1)C(=C(C=C2F)F)F)=O)=O (N-[3-(4,5,7-trifluorobenzothiazol-2-yl)propionyl]-N-phenylglycine methyl ester), [OH-].[Na+] (sodium hydroxide).